Dataset: the Open Reaction Database (ORD), a public repository of structured organic reaction records. Task: describe an organic reaction: reactants, conditions, products, and yield The reactants are CC(C)(CCBr)c1ccccc1, O=C([O-])[O-], [K+], [K+], CCOC(=O)N1CCNCC1, C1CCOC1, O. Yields the product CCOC(=O)N1CCN(CCC(C)(C)c2ccccc2)CC1. As a reaction SMILES: [Br:1][CH2:2][CH2:3][C:4]([CH3:5])([c:6]1[cH:7][cH:8][cH:9][cH:10][cH:11]1)[CH3:12].[C:24](=[O:25])([O-:26])[O-:27].[K+:28].[K+:29].[N:13]1([C:19](=[O:20])[O:21][CH2:22][CH3:23])[CH2:14][CH2:15][NH:16][CH2:17][CH2:18]1.[O:31]1[CH2:32][CH2:33][CH2:34][CH2:35]1.[OH2:30]>>[CH2:2]([CH2:3][C:4]([CH3:5])([c:6]1[cH:7][cH:8][cH:9][cH:10][cH:11]1)[CH3:12])[N:16]1[CH2:15][CH2:14][N:13]([C:19](=[O:20])[O:21][CH2:22][CH3:23])[CH2:18][CH2:17]1.